From a dataset of the Open Reaction Database (ORD), a public repository of structured organic reaction records. describe an organic reaction: reactants, conditions, products, and yield As a reaction SMILES: C(NC(C)C)(C)C.C([Li])CCC.[CH3:13][C:14]1[CH:19]=[N:18][CH:17]=[C:16]([CH3:20])[N:15]=1.[CH3:21][O:22][C:23]1[CH:30]=[CH:29][C:26]([CH:27]=[O:28])=[CH:25][CH:24]=1>CCOCC.CCCCCC.O>[OH:28][CH:27]([C:26]1[CH:29]=[CH:30][C:23]([O:22][CH3:21])=[CH:24][CH:25]=1)[CH2:13][C:14]1[CH:19]=[N:18][CH:17]=[C:16]([CH3:20])[N:15]=1. Procedure details: A solution of 5.05 grams (50 mmole) of diisopropylamine in 40 milliliters of ether was added to 47.1 mole butyllithium in hexane at 0° C. After stirring the resulting solution for 15 minutes, 5.4 grams (50 mmole) of 2,6-dimethylpyrazine in 50 milliliters of ether were added slowly and the reaction mixture was stirred at 0° C. for 30 minutes. A solution of 5.4 grams (40 mmole) of p-methoxybenzaldehyde in 40 milliliters of ether was added, and stirring at 0° C. was continued for an additional 30 m... Solvent: CCOCC (ether), CCOCC (ether), CCOCC (ether), CCCCCC (hexane), O (Water). Starting materials: CC1=NC(=CN=C1)C (2,6-dimethylpyrazine), COC1=CC=C(C=O)C=C1 (p-methoxybenzaldehyde), C(C)(C)NC(C)C (diisopropylamine), C(CCC)[Li] (butyllithium). The product is OC(CC1=NC(=CN=C1)C)C1=CC=C(C=C1)OC (2-(2-Hydroxy-2-p-methoxyphenylethyl)-6-methylpyrazine). Conditions: time 15 minute. The reactants are Cl (HCl), OC(CC#N)(C)C (3-hydroxy-3-methylbutyronitrile), IMS, C(C)OCC (diethyl ether). Product: C(C)OC(CC(C)(C)O)=N (3-hydroxy-3-methyl-butyrimidic acid ethyl ester). The yield is 72.0%. As a reaction SMILES: Cl.[OH:2][C:3]([CH3:8])([CH3:7])[CH2:4][C:5]#[N:6].[CH2:9]([O:11]CC)[CH3:10]>>[CH2:9]([O:11][C:5](=[NH:6])[CH2:4][C:3]([OH:2])([CH3:8])[CH3:7])[CH3:10]. Procedure: HCl (g) was bubbled through a solution of 3-hydroxy-3-methylbutyronitrile (5.0 g, 50.4 mmol) in diethyl ether (20 mL) and IMS (3.48 g, 75.6 mmol) at 0° C. for 30 minutes before leaving to stand at −5° C. over night. The solution was concentrated under vacuum affording 6.48 g (72%) of 3-hydroxy-3-methyl-butyrimidic acid ethyl ester. 1H NMR (400 MHz, CDCl3) δ: 11.36 (m br, 1H), 4.66 (q, 2H), 2.89 (s, 2H), 1.51 (t, 3H), 1.36 (s, 6H).